The task is: describe an organic reaction: reactants, conditions, products, and yield. This data is from the Open Reaction Database (ORD), a public repository of structured organic reaction records. Starting materials: CC(C)(C)OC(=O)N1CCNCC1, CCN(C(C)C)C(C)C, [Cl-], O=C(O)c1cc(Cl)ccn1, ClCCl. The product is CC(C)(C)OC(=O)N1CCN(C(=O)c2cc(Cl)ccn2)CC1. As a reaction SMILES: [C:21](=[O:22])([O:23][C:24]([CH3:25])([CH3:26])[CH3:27])[N:28]1[CH2:29][CH2:30][NH:31][CH2:32][CH2:33]1.[CH2:12]([N:13]([CH:14]([CH3:15])[CH3:16])[CH:17]([CH3:18])[CH3:19])[CH3:20].[Cl-:1].[Cl:2][c:3]1[cH:4][c:5]([C:9](=[O:10])[OH:11])[n:6][cH:7][cH:8]1.[Cl:34][CH2:35][Cl:36]>>[Cl:2][c:3]1[cH:4][c:5]([C:9](=[O:11])[N:31]2[CH2:30][CH2:29][N:28]([C:21](=[O:22])[O:23][C:24]([CH3:25])([CH3:26])[CH3:27])[CH2:33][CH2:32]2)[n:6][cH:7][cH:8]1. The reactants are [O-2].[In+3].[O-2].[O-2].[In+3] (indium oxide), [Sn]=O (tin oxide), [O-2].[Zn+2] (zinc oxide). Yields the product [O-2].[In+3].[O-2].[O-2].[In+3].[Sn]=O.[O-2].[Zn+2] (indium oxide tin oxide zinc oxide). RXN SMILES: [O-2:1].[In+3:2].[O-2].[O-2].[In+3].[Sn:6]=O.[O-2].[Zn+2:9]>>[O-2:1].[In+3:2].[O-2:1].[O-2:1].[In+3:2].[Sn:6]=[O:1].[O-2:1].[Zn+2:9] |f:0.1.2.3.4,6.7,8.9.10.11.12.13.14.15|. Procedure: Except that a target containing indium oxide, tin oxide and zinc oxide (molar ratio of In:Sn:Zn=1:1:1) was used, indium oxide-tin oxide-zinc oxide (ITZO) thin films were formed in the same manner as in Example 1-1 and Comparative 1-1. The reactants are [BH4-], C=CCOC(=O)N1CCCC1C(=O)OC, CCOC(C)=O, CCO, [Na+]. Product: C=CCOC(=O)N1CCCC1CO. Reaction SMILES: [BH4-:16].[CH2:1]([CH:2]=[CH2:3])[O:4][C:5](=[O:6])[N:7]1[CH:8]([C:12](=[O:13])[O:14][CH3:15])[CH2:9][CH2:10][CH2:11]1.[CH3:18][CH2:19][O:20][C:21](=[O:22])[CH3:23].[CH3:24][CH2:25][OH:26].[Na+:17]>>[CH2:1]([CH:2]=[CH2:3])[O:4][C:5](=[O:6])[N:7]1[CH:8]([CH2:12][OH:13])[CH2:9][CH2:10][CH2:11]1. The reactants are FC1=C(C=C(C=C1)F)O (2,5-difluorophenol), BrCCCBr (1,3-dibromopropane), C([O-])([O-])=O.[K+].[K+] (potassium carbonate). The solvent is C(C)#N (acetonitril). Reaction conditions: temperature 80 celsius. The product is BrCCCOC1=C(C=CC(=C1)F)F (2-(3-Bromo-propoxy)-1,4-difluoro-benzene). Yield: 96.0%. RXN SMILES: [F:1][C:2]1[CH:7]=[CH:6][C:5]([F:8])=[CH:4][C:3]=1[OH:9].[Br:10][CH2:11][CH2:12][CH2:13]Br.C(=O)([O-])[O-].[K+].[K+]>C(#N)C>[Br:10][CH2:11][CH2:12][CH2:13][O:9][C:3]1[CH:4]=[C:5]([F:8])[CH:6]=[CH:7][C:2]=1[F:1] |f:2.3.4|. Reported procedure: A mixture of 2,5-difluorophenol (2.60 g, 20.0 mmol), 1,3-dibromopropane (20.3 mL, 200 mmol), and potassium carbonate (2.76 g, 20.0 mmol) in acetonitril (30 mL) was heated at 80° C. overnight. The reaction mixture was filtered and the filtrate was concentrated in vacuo to give 4.82 g of the title compound as a light yellow oil with a purity of ca. 80%. The product was used in the subsequent reaction step without further purification.